This data is from the Open Reaction Database (ORD), a public repository of structured organic reaction records. The task is: describe an organic reaction: reactants, conditions, products, and yield The reactants are O (water), O[C@@H]1C=C2C=C[C@@H]([C@@H]([C@H]2[C@H](C1)OC(CC(C)(C)C)=O)CC[C@@H]1C[C@H](CC(O1)=O)O)C ((4R,6R)-6-{2-[(1S,2S,6S,8S,8aR)-1,2,6,7,8,8a-hexahydro-6-hydroxy-8-(3,3-dimethylbutyryloxy)-2-methyl-1-naphthyl]ethyl}tetrahydro-4-hydroxy-2H-pyran-2-one), aqueous solution, [OH-].[Na+] (sodium hydroxide). Solvent: O1CCOCC1 (dioxane). Run at time 30 minute. The product is O[C@@H](CC(=O)[O-])C[C@@H](CC[C@H]1[C@H](C=CC2=C[C@H](C[C@@H]([C@H]12)OC(CC(C)(C)C)=O)O)C)O.[Na+] (Sodium(3R,5R)-3,5-dihydroxy-7-[(1S,2S,6S,8S,8aR)-6-hydroxy-2-methyl-8-(3,3-dimethylbutyryloxy)-1,2,6,7,8,8a-hexahydro-1-naphthyl]heptanoate). Reaction SMILES: [OH2:1].[OH:2][C@H:3]1[CH2:12][C@H:11]([O:13][C:14](=[O:20])[CH2:15][C:16]([CH3:19])([CH3:18])[CH3:17])[C@H:10]2[C:5]([CH:6]=[CH:7][C@H:8]([CH3:31])[C@@H:9]2[CH2:21][CH2:22][C@H:23]2[O:28][C:27](=[O:29])[CH2:26][C@H:25]([OH:30])[CH2:24]2)=[CH:4]1.[OH-].[Na+:33]>O1CCOCC1>[OH:30][C@H:25]([CH2:24][C@H:23]([OH:1])[CH2:22][CH2:21][C@@H:9]1[C@@H:10]2[C:5](=[CH:4][C@@H:3]([OH:2])[CH2:12][C@@H:11]2[O:13][C:14](=[O:20])[CH2:15][C:16]([CH3:18])([CH3:19])[CH3:17])[CH:6]=[CH:7][C@@H:8]1[CH3:31])[CH2:26][C:27]([O-:28])=[O:29].[Na+:33] |f:2.3,5.6|. Procedure: 0.5 ml of water was added to a solution of 32 mg (0.076 mmol) of (4R,6R)-6-{2-[(1S,2S,6S,8S,8aR)-1,2,6,7,8,8a-hexahydro-6-hydroxy-8-(3,3-dimethylbutyryloxy)-2-methyl-1-naphthyl]ethyl}tetrahydro-4-hydroxy-2H-pyran-2-one [prepared as described in Example 28, above], in 1 ml of dioxane, after which 0.8 ml (0.08 mmol) of a 0.1N aqueous solution of sodium hydroxide was added to the mixture. The resulting mixture was stirred at room temperature for 30 minutes. At the end of this time, the reaction mix... Starting materials: Cc1ccccc1, CC(C)n1c(C=CC(=O)Cl)c(-c2ccc(F)cc2)c2ccccc2c1=O. Product: CC(C)n1c(C=CC=O)c(-c2ccc(F)cc2)c2ccccc2c1=O. RXN SMILES: [CH3:27][c:28]1[cH:29][cH:30][cH:31][cH:32][cH:33]1.[F:1][c:2]1[cH:3][cH:4][c:5](-[c:8]2[c:9]([CH:22]=[CH:23][C:24](=[O:25])[Cl:26])[n:10]([CH:19]([CH3:20])[CH3:21])[c:11](=[O:18])[c:12]3[cH:13][cH:14][cH:15][cH:16][c:17]23)[cH:6][cH:7]1>>[F:1][c:2]1[cH:3][cH:4][c:5](-[c:8]2[c:9]([CH:22]=[CH:23][CH:24]=[O:25])[n:10]([CH:19]([CH3:20])[CH3:21])[c:11](=[O:18])[c:12]3[cH:13][cH:14][cH:15][cH:16][c:17]23)[cH:6][cH:7]1. Starting materials: COC1=CC(=NN1C1=CC=C(C=C1)C(F)(F)F)CO ((5-methoxy-1-(4-(trifluoromethyl)phenyl)-1H-pyrazol-3-yl)methanol), CC(=O)OI1(C=2C=CC=CC2C(=O)O1)(OC(=O)C)OC(=O)C (Dess-Martin periodinane). The solvent is C(Cl)Cl (CH2Cl2). Run at time 1.5 hour. The product is COC1=CC(=NN1C1=CC=C(C=C1)C(F)(F)F)C=O (5-methoxy-1-(4-(trifluoromethyl)phenyl)-1H-pyrazole-3-carbaldehyde). Reaction SMILES: [CH3:1][O:2][C:3]1[N:7]([C:8]2[CH:13]=[CH:12][C:11]([C:14]([F:17])([F:16])[F:15])=[CH:10][CH:9]=2)[N:6]=[C:5]([CH2:18][OH:19])[CH:4]=1.CC(OI1(OC(C)=O)(OC(C)=O)OC(=O)C2C=CC=CC1=2)=O>C(Cl)Cl>[CH3:1][O:2][C:3]1[N:7]([C:8]2[CH:9]=[CH:10][C:11]([C:14]([F:17])([F:15])[F:16])=[CH:12][CH:13]=2)[N:6]=[C:5]([CH:18]=[O:19])[CH:4]=1. Reported procedure: A 250 mL round-bottomed flask was charged with (5-methoxy-1-(4-(trifluoromethyl)phenyl)-1H-pyrazol-3-yl)methanol 73 (4.60 g, 16.9 mmol) and 50 mL of CH2Cl2. To this solution was added Dess-Martin periodinane (8.96 g, 21.1 mmol) and the mixture was stirred at room temperature for 1.5 h. The reaction mixture was quenched with saturated aqueous Na2S2O3, extracted with CH2Cl2, dried, and concentrated. Purification by via column chromatography on silica gel (0% to 20% EtOAc in hexanes) to give 5-meth... Reactants: O=C([O-])[O-], CCOc1ccc(B(O)O)cc1, Cc1c(C(=O)c2cnn(C(C)(C)C)c2O)ccc(S(C)(=O)=O)c1I, CC#N, [K+], [K+], CC(=O)[O-], CC(=O)[O-], O, [Pd+2], Cc1ccccc1P(c1ccccc1C)c1ccccc1C. Yields the product CCOc1ccc(-c2c(S(C)(=O)=O)ccc(C(=O)c3cnn(C(C)(C)C)c3O)c2C)cc1. RXN SMILES: [C:37](=[O:38])([O-:39])[O-:40].[CH2:25]([CH3:26])[O:27][c:28]1[cH:29][cH:30][c:31]([B:34]([OH:35])[OH:36])[cH:32][cH:33]1.[CH3:1][C:2]([CH3:3])([CH3:4])[n:5]1[n:6][cH:7][c:8]([C:11]([c:12]2[c:13]([CH3:23])[c:14]([I:22])[c:15]([S:18](=[O:19])(=[O:20])[CH3:21])[cH:16][cH:17]2)=[O:24])[c:9]1[OH:10].[CH3:75][C:76]#[N:77].[K+:41].[K+:42].[O-:67][C:68]([CH3:69])=[O:70].[O-:71][C:72]([CH3:73])=[O:74].[OH2:65].[Pd+2:66].[c:43]1([CH3:44])[cH:45][cH:46][cH:47][cH:48][c:49]1[P:50]([c:51]1[cH:52][cH:53][cH:54][cH:55][c:56]1[CH3:57])[c:58]1[cH:59][cH:60][cH:61][cH:62][c:63]1[CH3:64]>>[CH3:1][C:2]([CH3:3])([CH3:4])[n:5]1[n:6][cH:7][c:8]([C:11]([c:12]2[c:13]([CH3:23])[c:14](-[c:31]3[cH:30][cH:29][c:28]([O:27][CH2:25][CH3:26])[cH:33][cH:32]3)[c:15]([S:18](=[O:19])(=[O:20])[CH3:21])[cH:16][cH:17]2)=[O:24])[c:9]1[OH:10]. Starting materials: CCN1CCCC1CN, COC(=O)c1cnccc1OC, Cc1ccccc1C. Product: CCN1CCCC1CNC(=O)c1cnccc1OC. RXN SMILES: [CH2:13]([CH3:14])[N:15]1[CH:16]([CH2:20][NH2:21])[CH2:17][CH2:18][CH2:19]1.[CH3:1][O:2][c:3]1[cH:4][cH:5][n:6][cH:7][c:8]1[C:9]([O:11][CH3:10])=[O:12].[c:22]1([CH3:23])[c:24]([CH3:25])[cH:26][cH:27][cH:28][cH:29]1>>[CH3:1][O:2][c:3]1[cH:4][cH:5][n:6][cH:7][c:8]1[C:9](=[O:11])[NH:21][CH2:20][CH:16]1[N:15]([CH2:13][CH3:14])[CH2:19][CH2:18][CH2:17]1. The reactants are C(C)OC1=C(C=C(C=C1)C(F)(F)F)NC(=O)NC1=CC=C(C=C1)B1OC(C(O1)(C)C)(C)C (1-(2-Ethoxy-5-trifluoromethylphenyl)-3-[4-(4,4,5,5-tetramethyl-1,3,2-dioxaborolan-2-yl)phenyl]urea), IC1=C2C(=NC=C1)NN=C2N (4-iodo-1H-pyrazolo[3,4-b]pyrid-3-ylamine). Product: NC1=NNC2=NC=CC(=C21)C2=CC=C(C=C2)NC(=O)NC2=C(C=CC(=C2)C(F)(F)F)OCC (1-[4-(3-amino-1H-pyrazolo[3,4-b]pyrid-4-yl)phenyl]-3-(2-ethoxy-5-trifluoromethylphenyl)urea). As a reaction SMILES: [CH2:1]([O:3][C:4]1[CH:9]=[CH:8][C:7]([C:10]([F:13])([F:12])[F:11])=[CH:6][C:5]=1[NH:14][C:15]([NH:17][C:18]1[CH:23]=[CH:22][C:21](B2OC(C)(C)C(C)(C)O2)=[CH:20][CH:19]=1)=[O:16])[CH3:2].I[C:34]1[CH:39]=[CH:38][N:37]=[C:36]2[NH:40][N:41]=[C:42]([NH2:43])[C:35]=12>>[NH2:43][C:42]1[C:35]2[C:36](=[N:37][CH:38]=[CH:39][C:34]=2[C:21]2[CH:22]=[CH:23][C:18]([NH:17][C:15]([NH:14][C:5]3[CH:6]=[C:7]([C:10]([F:11])([F:13])[F:12])[CH:8]=[CH:9][C:4]=3[O:3][CH2:1][CH3:2])=[O:16])=[CH:19][CH:20]=2)[NH:40][N:41]=1. Procedure: 1-(2-Ethoxy-5-trifluoromethylphenyl)-3-[4-(4,4,5,5-tetramethyl-1,3,2-dioxaborolan-2-yl)phenyl]urea is coupled, by Suzuki reaction, with 4-iodo-1H-pyrazolo[3,4-b]pyrid-3-ylamine according to the preparation of Example 6. A yellow powder of 1-[4-(3-amino-1H-pyrazolo[3,4-b]pyrid-4-yl)phenyl]-3-(2-ethoxy-5-trifluoromethylphenyl)urea is obtained, the characteristics of which are as follows: Starting materials: O[C@@H]1[C@]2(C)[C@@H](CC1)[C@@H]1[C@@H](CC3=CC(CC[C@]3(CO)[C@H]1CC2)=O)C (17β,19-dihydroxy-7α-methyl-4-androsten-3-one), CC(C)([O-])C.[K+] (potassium t-butoxide), [Cl-].[NH4+] (ammonium chloride). The solvent is CS(=O)C (dimethylsulfoxide), CS(=O)C (dimethylsulfoxide). Reaction conditions: time 15 minute. The product is O[C@@H]1[C@]2(C)[C@@H](CC1)[C@@H]1[C@@H](C=C3CC(CC[C@]3(CO)[C@H]1CC2)=O)C (17β,19-dihydroxy-7α-methyl-5-androsten-3-one). Reaction SMILES: CC(C)([O-])C.[K+].[OH:7][C@H:8]1[CH2:13][CH2:12][C@H:11]2[C@H:14]3[C@H:25]([CH2:26][CH2:27][C@:9]12[CH3:10])[C@:22]1([CH2:23][OH:24])[C:17](=[CH:18][C:19](=[O:28])[CH2:20][CH2:21]1)[CH2:16][C@H:15]3[CH3:29].[Cl-].[NH4+]>CS(C)=O>[OH:7][C@H:8]1[CH2:13][CH2:12][C@H:11]2[C@H:14]3[C@H:25]([CH2:26][CH2:27][C@:9]12[CH3:10])[C@:22]1([CH2:23][OH:24])[C:17]([CH2:18][C:19](=[O:28])[CH2:20][CH2:21]1)=[CH:16][C@H:15]3[CH3:29] |f:0.1,3.4|. Procedure details: To a solution of potassium t-butoxide in dimethylsulfoxide at 25° C. under nitrogen is added with stirring a solution of 17β,19-dihydroxy-7α-methyl-4-androsten-3-one in dimethylsulfoxide. After standing for 15 minutes, the mixture is poured onto a cold aqueous ammonium chloride solution. The solid which forms is rapidly filtered, washed well with water and dissolved in ether. The ether solution is washed well with water and dried over sodium sulfate. The ether is removed at room temperature to y... Product: COC(=O)CCCC=CCC1COCCC1C=O. Reaction SMILES: [CH3:1][O:2][C:3](=[O:4])[CH2:5][CH2:6][CH2:7][CH:8]=[CH:9][CH2:10][CH:11]1[CH2:12][O:13][CH2:14][CH2:15][C:16]1=[CH:17][O:18][CH3:19].[CH3:20][OH:21].[OH:22][C:23]([C:24]([F:25])([F:26])[F:27])=[O:28]>>[CH3:1][O:2][C:3](=[O:4])[CH2:5][CH2:6][CH2:7][CH:8]=[CH:9][CH2:10][CH:11]1[CH2:12][O:13][CH2:14][CH2:15][CH:16]1[CH:17]=[O:18]. Reactants: COC=C1CCOCC1CC=CCCCC(=O)OC, CO, O=C(O)C(F)(F)F.